Dataset: the Open Reaction Database (ORD), a public repository of structured organic reaction records. Task: describe an organic reaction: reactants, conditions, products, and yield Reactants: CCCN(C(=O)OCc1ccccc1)C1CCN(C(=O)OC(C)(C)C)CC1, CC(=O)Cl, CO, Cl. Yields the product CCCN(C(=O)OCc1ccccc1)C1CCNCC1. RXN SMILES: [CH2:6]([c:7]1[cH:8][cH:9][cH:10][cH:11][cH:12]1)[O:13][C:14](=[O:15])[N:16]([CH2:17][CH2:18][CH3:19])[CH:20]1[CH2:21][CH2:22][N:23]([C:26]([O:27][C:28]([CH3:29])([CH3:30])[CH3:31])=[O:32])[CH2:24][CH2:25]1.[CH3:2][C:3](=[O:4])[Cl:5].[CH3:33][OH:34].[ClH:1]>>[CH2:6]([c:7]1[cH:8][cH:9][cH:10][cH:11][cH:12]1)[O:13][C:14](=[O:15])[N:16]([CH2:17][CH2:18][CH3:19])[CH:20]1[CH2:21][CH2:22][NH:23][CH2:24][CH2:25]1. Starting materials: N[C@@H](CC(C)C)C(=O)O (Leucine), [OH-].[K+] (potassium hydroxide). Solvent: O (water). Yields the product carboxylate, NC(C(=O)[O-])CC(C)C.[K+] (potassium 2-amino-4-methylpentanoate). As a reaction SMILES: [NH2:1][C@H:2]([C:7]([OH:9])=[O:8])[CH2:3][CH:4]([CH3:6])[CH3:5].[OH-].[K+:11]>O>[NH2:1][CH:2]([CH2:3][CH:4]([CH3:6])[CH3:5])[C:7]([O-:9])=[O:8].[K+:11] |f:1.2,4.5|. Procedure: Separately, in a single-necked, round bottomed flask, equipped with a magnetic stirrer, 7.87 g (60 mmol) of Leucine is dissolved in 300 ml of water. To this is added 72 ml of 1 M potassium hydroxide with vigorous stirring, until heat production ceases. At this point the water is removed by evaporation to yield the carboxylate salt, potassium 2-amino-4-methylpentanoate, shown below. Reactants: Brc1cc(N2CCNCC2)c2ncccc2c1, CC(=O)O[BH-](OC(C)=O)OC(C)=O, CC(=O)O, CC(Cl)Cl, Cn1cc(C2CCC(=O)CC2)c2cc(F)ccc21, [Na+]. Product: Cn1cc(C2CCC(N3CCN(c4cc(Br)cc5cccnc45)CC3)CC2)c2cc(F)ccc21. RXN SMILES: [Br:1][c:2]1[cH:3][c:4]2[cH:5][cH:6][cH:7][n:8][c:9]2[c:10]([N:12]2[CH2:13][CH2:14][NH:15][CH2:16][CH2:17]2)[cH:11]1.[C:36]([O:37][BH-:38]([O:39][C:40](=[O:41])[CH3:42])[O:43][C:44](=[O:45])[CH3:46])(=[O:47])[CH3:48].[CH3:50][C:51](=[O:52])[OH:53].[Cl:54][CH:55]([Cl:56])[CH3:57].[F:18][c:19]1[cH:20][c:21]2[c:22]([CH:29]3[CH2:30][CH2:31][C:32](=[O:35])[CH2:33][CH2:34]3)[cH:23][n:24]([CH3:28])[c:25]2[cH:26][cH:27]1.[Na+:49]>>[Br:1][c:2]1[cH:3][c:4]2[cH:5][cH:6][cH:7][n:8][c:9]2[c:10]([N:12]2[CH2:13][CH2:14][N:15]([CH:32]3[CH2:31][CH2:30][CH:29]([c:22]4[c:21]5[cH:20][c:19]([F:18])[cH:27][cH:26][c:25]5[n:24]([CH3:28])[cH:23]4)[CH2:34][CH2:33]3)[CH2:16][CH2:17]2)[cH:11]1. Reactants: C(CCC)[Li] (n-butyllithium), C1(=CC=CC=C1)N(C1=CC=C(C=C1)C([Si](C)(C)C)C1=CC=CC=C1)C1=CC=CC=C1 (N,N-diphenyl-4-(phenyl(trimethylsilyl)methyl) aniline), BrC=1C=C2C=CC(=CC2=CC1)C=O (6-bromo-2-naphthaldehyde). Isolated yield 66.2%. Run in O1CCCC1 (tetrahydrofuran), O1CCCC1 (tetrahydrofuran). Reaction conditions: time 8 hour. Product: BrC=1C=C2C=CC(=CC2=CC1)/C=C(\C1=CC=CC=C1)/C1=CC=C(N(C2=CC=CC=C2)C2=CC=CC=C2)C=C1 ((E)-4-(2-(6-bromonaphthalene-2-yl)-1-phenylvinyl)-N,N-diphenylaniline). Procedure details: N,N-diphenyl-4-(phenyl(trimethylsilyl)methyl) aniline (5.0 g, 12.3 mmol) was dissolved in purified tetrahydrofuran (30 mL) under a nitrogen atmosphere, and n-butyllithium (8.4 mL, 13.5 mmol) was slowly added thereto at −78° C. The reaction mixture solution was stirred at room temperature for 8 hours. 6-bromo-2-naphthaldehyde (2.9 g, 12.3 mmol) dissolved in tetrahydrofuran (10 mL) was added thereto at room temperature. The reaction mixture solution was stirred at room temperature for 24 hours. Th... As a reaction SMILES: [C:1]1([N:7]([C:25]2[CH:30]=[CH:29][CH:28]=[CH:27][CH:26]=2)[C:8]2[CH:13]=[CH:12][C:11]([CH:14]([C:19]3[CH:24]=[CH:23][CH:22]=[CH:21][CH:20]=3)[Si](C)(C)C)=[CH:10][CH:9]=2)[CH:6]=[CH:5][CH:4]=[CH:3][CH:2]=1.C([Li])CCC.[Br:36][C:37]1[CH:38]=[C:39]2[C:44](=[CH:45][CH:46]=1)[CH:43]=[C:42]([CH:47]=O)[CH:41]=[CH:40]2>O1CCCC1>[Br:36][C:37]1[CH:38]=[C:39]2[C:44](=[CH:45][CH:46]=1)[CH:43]=[C:42](/[CH:47]=[C:14](/[C:11]1[CH:10]=[CH:9][C:8]([N:7]([C:25]3[CH:26]=[CH:27][CH:28]=[CH:29][CH:30]=3)[C:1]3[CH:6]=[CH:5][CH:4]=[CH:3][CH:2]=3)=[CH:13][CH:12]=1)\[C:19]1[CH:20]=[CH:21][CH:22]=[CH:23][CH:24]=1)[CH:41]=[CH:40]2.